From a dataset of the Open Reaction Database (ORD), a public repository of structured organic reaction records. describe an organic reaction: reactants, conditions, products, and yield The reactants are COC(=O)C(NC(=O)OCc1ccccc1)P(=O)(OC)OC, CN(C)C(=N)N(C)C, CCOC(C)=O, O=C1CCC2(CC1)OCCO2. Yields the product COC(=O)C(NC(=O)OCc1ccccc1)=C1CCC2(CC1)OCCO2. RXN SMILES: [CH2:12]([c:13]1[cH:14][cH:15][cH:16][cH:17][cH:18]1)[O:19][C:20](=[O:21])[NH:22][CH:23]([C:24](=[O:25])[O:26][CH3:27])[P:28]([O:29][CH3:30])([O:31][CH3:32])=[O:33].[CH3:34][N:35]([CH3:36])[C:37]([N:38]([CH3:39])[CH3:40])=[NH:41].[CH3:42][CH2:43][O:44][C:45]([CH3:46])=[O:47].[O:1]1[CH2:2][CH2:3][O:4][C:5]12[CH2:6][CH2:7][C:8](=[O:11])[CH2:9][CH2:10]2>>[O:1]1[CH2:2][CH2:3][O:4][C:5]12[CH2:6][CH2:7][C:8](=[C:23]([NH:22][C:20]([O:19][CH2:12][c:13]1[cH:14][cH:15][cH:16][cH:17][cH:18]1)=[O:21])[C:24](=[O:25])[O:26][CH3:27])[CH2:9][CH2:10]2.